Dataset: the Open Reaction Database (ORD), a public repository of structured organic reaction records. Task: describe an organic reaction: reactants, conditions, products, and yield Starting materials: [BH4-].[Na+] (sodium borohydride), COC(CCCCCCN1[C@H](CCC1=O)\C=C\C(=O)C1=CC(=CC=C1)Br)=O (7-{(R)-2-[(E)-3-(3-bromo-phenyl)-3-oxo-propenyl]-5-oxo-pyrrolidin-1-yl}-heptanoic acid methyl ester), Cl (HCl). Run in CO (methanol). Run at time 6 hour. Product: COC(CCCCCCN1[C@H](CCC1=O)\C=C\C(O)C1=CC(=CC=C1)Br)=O (7-{(R)-2-[(E)-3-(3-bromo-phenyl)-3-hydroxy-propenyl]-5-oxo-pyrrolidin-1-yl}-heptanoic acid methyl ester). Isolated yield 85.4%. Reaction SMILES: [CH3:1][O:2][C:3](=[O:27])[CH2:4][CH2:5][CH2:6][CH2:7][CH2:8][CH2:9][N:10]1[C:14](=[O:15])[CH2:13][CH2:12][C@@H:11]1/[CH:16]=[CH:17]/[C:18]([C:20]1[CH:25]=[CH:24][CH:23]=[C:22]([Br:26])[CH:21]=1)=[O:19].[BH4-].[Na+].Cl>CO>[CH3:1][O:2][C:3](=[O:27])[CH2:4][CH2:5][CH2:6][CH2:7][CH2:8][CH2:9][N:10]1[C:14](=[O:15])[CH2:13][CH2:12][C@@H:11]1/[CH:16]=[CH:17]/[CH:18]([C:20]1[CH:25]=[CH:24][CH:23]=[C:22]([Br:26])[CH:21]=1)[OH:19] |f:1.2|. Procedure: To a solution of 7-{(R)-2-[(E)-3-(3-bromo-phenyl)-3-oxo-propenyl]-5-oxo-pyrrolidin-1-yl}-heptanoic acid methyl ester (0.78 g, 1.79 mmol) in 15 mL of methanol stirred at 0° C. under nitrogen was added sodium borohydride (0.074 g). The reaction mixture was stirred at room temperature for 6 hours. After addition of 1 N HCl solution the mixture was extracted with ethyl acetate. The organic layer was dried over anhydrous magnesium sulfate, concentrated, and purified by chromatography eluting with 50%... Reactants: N1C(=CC2=CC=CC=C12)C(=O)OCC (Ethyl indole-2-carboxylate), O=P(Cl)(Cl)Cl (POCl3), CN(C)C=O (DMF). The product is C(C)OC(=O)C=1NC2=CC=CC=C2C1C=O (3-formyl-1H-indole-2-carboxylic acid ethyl ester). As a reaction SMILES: [NH:1]1[C:9]2[C:4](=[CH:5][CH:6]=[CH:7][CH:8]=2)[CH:3]=[C:2]1[C:10]([O:12][CH2:13][CH3:14])=[O:11].O=P(Cl)(Cl)Cl.CN([CH:23]=[O:24])C>>[CH2:13]([O:12][C:10]([C:2]1[NH:1][C:9]2[C:4]([C:3]=1[CH:23]=[O:24])=[CH:5][CH:6]=[CH:7][CH:8]=2)=[O:11])[CH3:14]. Procedure: Ethyl indole-2-carboxylate (10 g, 52.8 mmol) was formylated using POCl3 (1.3 equiv.) and DMF (1.3 equiv.) as above to give 3-formyl-1H-indole-2-carboxylic acid ethyl ester as a white solid. Starting materials: COCCOc1c(S(C)(=O)=O)ccc(C(=O)O)c1C, ClC(Cl)Cl, O=C(Cl)C(=O)Cl, CN(C)C=O. Product: COCCOc1c(S(C)(=O)=O)ccc(C(=O)Cl)c1C. As a reaction SMILES: [CH3:1][O:2][CH2:3][CH2:4][O:5][c:6]1[c:7]([CH3:19])[c:8]([C:9](=[O:10])[OH:11])[cH:12][cH:13][c:14]1[S:15](=[O:16])(=[O:17])[CH3:18].[CH:31]([Cl:32])([Cl:33])[Cl:34].[Cl:20][C:21]([C:22]([Cl:23])=[O:24])=[O:25].[O:26]=[CH:27][N:28]([CH3:29])[CH3:30]>>[CH3:1][O:2][CH2:3][CH2:4][O:5][c:6]1[c:7]([CH3:19])[c:8]([C:9](=[O:10])[Cl:20])[cH:12][cH:13][c:14]1[S:15](=[O:16])(=[O:17])[CH3:18]. Product: ClC1=CC=C(C=C1)C(CC(=O)C1=CC=C(C=C1)I)C(C(=O)OCC)C(=O)OCC (diethyl 2-(1-(4-chlorophenyl)-3-(4-iodophenyl)-3-oxopropyl)malonate). Procedure details: By a procedure similar to that of example 1.59.2, starting from 3-(4-chlorophenyl)-1-(4-iodophenyl)prop-2-en-1-one and diethyl malonate, diethyl 2-(1-(4-chlorophenyl)-3-(4-iodophenyl)-3-oxopropyl)malonate was obtained as beige coloured solid. The reactants are ClC1=CC=C(C=C1)C=CC(=O)C1=CC=C(C=C1)I (3-(4-chlorophenyl)-1-(4-iodophenyl)prop-2-en-1-one), C(CC(=O)OCC)(=O)OCC (diethyl malonate). RXN SMILES: [Cl:1][C:2]1[CH:7]=[CH:6][C:5]([CH:8]=[CH:9][C:10]([C:12]2[CH:17]=[CH:16][C:15]([I:18])=[CH:14][CH:13]=2)=[O:11])=[CH:4][CH:3]=1.[C:19]([O:27][CH2:28][CH3:29])(=[O:26])[CH2:20][C:21]([O:23][CH2:24][CH3:25])=[O:22]>>[Cl:1][C:2]1[CH:7]=[CH:6][C:5]([CH:8]([CH:20]([C:21]([O:23][CH2:24][CH3:25])=[O:22])[C:19]([O:27][CH2:28][CH3:29])=[O:26])[CH2:9][C:10]([C:12]2[CH:13]=[CH:14][C:15]([I:18])=[CH:16][CH:17]=2)=[O:11])=[CH:4][CH:3]=1. Starting materials: FC1=C(C#N)C=CC=C1C (2-fluoro-3-methylbenzonitrile), C1CC(=O)N(C1=O)Br (NBS), CC(C)(C#N)N=NC(C)(C)C#N (AIBN). The solvent is ClCCCl (1,2-dichloroethane). Reaction conditions: temperature 80 celsius, time 2 hour. Yields the product BrCC=1C(=C(C#N)C=CC1)F (3-(Bromomethyl)-2-fluorobenzonitrile). RXN SMILES: [F:1][C:2]1[C:9]([CH3:10])=[CH:8][CH:7]=[CH:6][C:3]=1[C:4]#[N:5].C1C(=O)N([Br:18])C(=O)C1.CC(N=NC(C#N)(C)C)(C#N)C>ClCCCl>[Br:18][CH2:10][C:9]1[C:2]([F:1])=[C:3]([CH:6]=[CH:7][CH:8]=1)[C:4]#[N:5]. Procedure: To a stirred solution of 2-fluoro-3-methylbenzonitrile (200 mg, 1.5 mmol) in 1,2-dichloroethane (30 ml) was added NBS (266 mg, 1.49 mmol) and AIBN (29 mg, 0.15 mmol) at RT. The reaction mixture was then heated to 80° C., and the reaction mixture was stirred for 2 h. After complete consumption of the starting material (by TLC), the reaction mixture was cooled to RT. The volatiles were removed under reduced pressure to obtain the crude material. Purification by silica gel column chromatography elu... Yields the product COC(=O)c1cc(OCCc2cccc(C)c2)c2c(c1)OC(F)(F)O2. RXN SMILES: [Br:17][CH2:18][CH2:19][c:20]1[cH:21][c:22]([CH3:26])[cH:23][cH:24][cH:25]1.[CH3:1][O:2][C:3](=[O:4])[c:5]1[cH:6][c:7]2[c:8]([c:14]([OH:16])[cH:15]1)[O:9][C:10]([F:12])([F:13])[O:11]2.[K+:27].[K+:28].[O-:29][C:30]([O-:31])=[O:32].[O:33]=[CH:34][N:35]([CH3:36])[CH3:37].[OH2:38]>>[CH3:1][O:2][C:3](=[O:4])[c:5]1[cH:6][c:7]2[c:8]([c:14]([O:16][CH2:18][CH2:19][c:20]3[cH:21][c:22]([CH3:26])[cH:23][cH:24][cH:25]3)[cH:15]1)[O:9][C:10]([F:12])([F:13])[O:11]2. The reactants are Cc1cccc(CCBr)c1, COC(=O)c1cc(O)c2c(c1)OC(F)(F)O2, [K+], [K+], O=C([O-])[O-], CN(C)C=O, O.